This data is from the Open Reaction Database (ORD), a public repository of structured organic reaction records. The task is: describe an organic reaction: reactants, conditions, products, and yield Reactants: CC(C)(C)OC(=O)CC(CCCC1CCCCC1)c1nc(CN)no1, CCS(=O)(=O)Cl. Yields the product CCS(=O)(=O)NCc1noc(C(CCCC2CCCCC2)CC(=O)OC(C)(C)C)n1. RXN SMILES: [C:1]([CH3:2])([CH3:3])([CH3:4])[O:5][C:6]([CH2:7][CH:8]([CH2:9][CH2:10][CH2:11][CH:12]1[CH2:13][CH2:14][CH2:15][CH2:16][CH2:17]1)[c:18]1[n:19][c:20]([CH2:23][NH2:24])[n:21][o:22]1)=[O:25].[CH2:26]([CH3:27])[S:28](=[O:29])(=[O:30])[Cl:31]>>[C:1]([CH3:2])([CH3:3])([CH3:4])[O:5][C:6]([CH2:7][CH:8]([CH2:9][CH2:10][CH2:11][CH:12]1[CH2:13][CH2:14][CH2:15][CH2:16][CH2:17]1)[c:18]1[n:19][c:20]([CH2:23][NH:24][S:28]([CH2:26][CH3:27])(=[O:29])=[O:30])[n:21][o:22]1)=[O:25]. Reactants: ClC=1N=CC=2N(C(C3(CN(C2N1)C1CCCCC1)CC3)=O)C (2′-chloro-9′-cyclohexyl-5′-methyl-8′,9′-dihydrospiro[cyclopropane-1,7′-pyrimido[5,4-b][1,4]diazepin]-6′(5′H)-one), ClC=1N=CC=2N(C(C3(CN(C2N1)C1CCCCC1)CC3)=O)C (2′-chloro-9′-cyclohexyl-5′-methyl-8′,9′-dihydrospiro[cyclopropane-1,7′-pyrimido[5,4-b][1,4]diazepin]-6′(5′H)-one), NC1=CC(=C(C(=O)NC2CCN(CC2)CC)C=C1OC)F (4-amino-N-(1-ethyl-4-piperidyl)-2-fluoro-5-methoxy-benzamide), NC1=CC(=C(C(=O)NC2CCN(CC2)CC)C=C1OC)F (4-amino-N-(1-ethyl-4-piperidyl)-2-fluoro-5-methoxy-benzamide), O.C1(=CC=C(C=C1)S(=O)(=O)O)C (p-toluenesulphonic acid monohydrate), CO (MeOH). Run in CC(CC(C)O)C (4-methyl-2-pentanol). Conditions: temperature 110 celsius. Product: C1(CCCCC1)N1C2=C(N(C(C3(C1)CC3)=O)C)C=NC(=N2)NC2=CC(=C(C(=O)NC3CCN(CC3)CC)C=C2OC)F (4-(9′-cyclohexyl-5′-methyl-6′-oxo-5′,6′,8′,9′-tetrahydrospiro[cyclopropane-1,7′-pyrimido[5,4-b][1,4]diazepine]-2′-ylamino)-N-(1-ethyl-4-piperidyl)-2-fluoro-5-methoxy-benzamide). Isolated yield 48.7%. Reaction SMILES: Cl[C:2]1[N:3]=[CH:4][C:5]2[N:6]([CH3:22])[C:7](=[O:21])[C:8]3([CH2:20][CH2:19]3)[CH2:9][N:10]([CH:13]3[CH2:18][CH2:17][CH2:16][CH2:15][CH2:14]3)[C:11]=2[N:12]=1.[NH2:23][C:24]1[C:40]([O:41][CH3:42])=[CH:39][C:27]([C:28]([NH:30][CH:31]2[CH2:36][CH2:35][N:34]([CH2:37][CH3:38])[CH2:33][CH2:32]2)=[O:29])=[C:26]([F:43])[CH:25]=1.O.C1(C)C=CC(S(O)(=O)=O)=CC=1.CO>CC(C)CC(O)C>[CH:13]1([N:10]2[CH2:9][C:8]3([CH2:20][CH2:19]3)[C:7](=[O:21])[N:6]([CH3:22])[C:5]3[CH:4]=[N:3][C:2]([NH:23][C:24]4[C:40]([O:41][CH3:42])=[CH:39][C:27]([C:28]([NH:30][CH:31]5[CH2:36][CH2:35][N:34]([CH2:37][CH3:38])[CH2:33][CH2:32]5)=[O:29])=[C:26]([F:43])[CH:25]=4)=[N:12][C:11]2=3)[CH2:18][CH2:17][CH2:16][CH2:15][CH2:14]1 |f:2.3|. Procedure details: 2′-chloro-9′-cyclohexyl-5′-methyl-8′,9′-dihydrospiro[cyclopropane-1,7′-pyrimido[5,4-b][1,4]diazepin]-6′(5′H)-one (Intermediate 270; 54 mg, 0.17 mmol), 4-amino-N-(1-ethyl-4-piperidyl)-2-fluoro-5-methoxy-benzamide (Intermediate 205; 50 mg, 0.17 mmol), and p-toluenesulphonic acid monohydrate (81 mg, 0.43 mmol) were stirred together in 4-methyl-2-pentanol (3 mL) and heated at 110° C. for 18 hours. The cooled reaction mixture was loaded onto an SCX-3 (5 g) column pre-wet with MeOH. The column was was... The reactants are C1CCOC1, COC(=O)c1ccc(CN(C2CC(C)(C)CCNC2=O)S(=O)(=O)c2ccc(Cl)cc2)c(F)c1, CC#N, [Na+], [OH-]. Product: CC1(C)CCNC(=O)C(N(Cc2ccc(C(=O)O)cc2F)S(=O)(=O)c2ccc(Cl)cc2)C1. RXN SMILES: [CH2:39]1[O:40][CH2:41][CH2:42][CH2:43]1.[CH3:1][O:2][C:3]([c:4]1[cH:5][c:6]([F:32])[c:7]([CH2:10][N:11]([CH:12]2[C:13](=[O:21])[NH:14][CH2:15][CH2:16][C:17]([CH3:19])([CH3:20])[CH2:18]2)[S:22](=[O:23])(=[O:24])[c:25]2[cH:26][cH:27][c:28]([Cl:31])[cH:29][cH:30]2)[cH:8][cH:9]1)=[O:33].[CH3:36][C:37]#[N:38].[Na+:35].[OH-:34]>>[O:2]=[C:3]([c:4]1[cH:5][c:6]([F:32])[c:7]([CH2:10][N:11]([CH:12]2[C:13](=[O:21])[NH:14][CH2:15][CH2:16][C:17]([CH3:19])([CH3:20])[CH2:18]2)[S:22](=[O:23])(=[O:24])[c:25]2[cH:26][cH:27][c:28]([Cl:31])[cH:29][cH:30]2)[cH:8][cH:9]1)[OH:33]. Reactants: Cl.C(C1=CC=CC=C1)(=N)N (benzamidine hydrochloride), [OH-].[Na+] (sodium hydroxide), CC(=O)C1=CC=C(C=C1)Br (4-Bromoacetophenone), C(C1=CC=CC=C1)=O (benzaldehyde), CI (MeI), C[O-].[Na+].CO (sodium methoxide methanol). Run in C(C)O (ethanol), C(C)O (ethanol). Reaction conditions: time 5 hour. Product: BrC1=CC=C(C=C1)C1=NC(=NC(=C1)C1=CC=CC=C1)C1=CC=CC=C1 (4-(4-bromophenyl)-2,6-diphenylpyrimidine). Isolated yield 58.5%. As a reaction SMILES: [CH3:1][C:2]([C:4]1[CH:9]=[CH:8][C:7]([Br:10])=[CH:6][CH:5]=1)=O.[CH:11](=O)[C:12]1[CH:17]=[CH:16][CH:15]=[CH:14][CH:13]=1.CI.C[O-].[Na+].CO.Cl.[C:27]([NH2:35])(=[NH:34])[C:28]1[CH:33]=[CH:32][CH:31]=[CH:30][CH:29]=1.[OH-].[Na+]>C(O)C>[Br:10][C:7]1[CH:8]=[CH:9][C:4]([C:2]2[CH:1]=[C:11]([C:12]3[CH:17]=[CH:16][CH:15]=[CH:14][CH:13]=3)[N:35]=[C:27]([C:28]3[CH:33]=[CH:32][CH:31]=[CH:30][CH:29]=3)[N:34]=2)=[CH:5][CH:6]=1 |f:3.4.5,6.7,8.9|. Procedure: 4-Bromoacetophenone 19.9 g (100 mmol) and benzaldehyde 10.6 g (100 mmol) were mixed and, the system was substituted with argon. Next, 200 mL of ethanol and 10 MeI of a 1N sodium methoxide/methanol solution were added thereto and stirred at room temperature for 5 hours. Thereafter, the solution was heated on an oil bath of 70° C. to carry out reaction for further 4 hours while refluxing ethanol. Then, benzamidine hydrochloride 9.40 g (60 mmol) and sodium hydroxide 8.00 g (200 mmol) were added the... Starting materials: CN1N=C(C=C1NC(=S)N)C ((1,3-Dimethyl-5-pyrazolyl) thiourea), CI (methyl iodide). Product: I.CN1N=C(C=C1NC(SC)=N)C (N(1,3-Dimethyl-5-pyrazolyl)-S-methyl isothiourea hydroiodide). As a reaction SMILES: [CH3:1][N:2]1[C:6]([NH:7][C:8]([NH2:10])=[S:9])=[CH:5][C:4]([CH3:11])=[N:3]1.[CH3:12][I:13]>>[IH:13].[CH3:1][N:2]1[C:6]([NH:7][C:8](=[NH:10])[S:9][CH3:12])=[CH:5][C:4]([CH3:11])=[N:3]1 |f:2.3|. Reported procedure: (1,3-Dimethyl-5-pyrazolyl) thiourea (17.0 g) and 14.2 g methyl iodide were reacted as described in Example V to give 18.0 g. of the product, mp 158°-161° C. Reaction SMILES: [NH2:1][C:2]1[CH:3]=[C:4]([CH:8]([N:18]([CH2:26][CH2:27][O:28][CH3:29])[C:19](=[O:25])[O:20][C:21]([CH3:24])([CH3:23])[CH3:22])[CH2:9][O:10][Si:11]([C:14]([CH3:17])([CH3:16])[CH3:15])([CH3:13])[CH3:12])[CH:5]=[CH:6][CH:7]=1.[Br:30][C:31]1[CH:36]=[CH:35][C:34]([S:37](Cl)(=[O:39])=[O:38])=[CH:33][CH:32]=1.C(N(CC)C(C)C)(C)C>C(Cl)(Cl)Cl.CCOC(C)=O>[Br:30][C:31]1[CH:36]=[CH:35][C:34]([S:37]([NH:1][C:2]2[CH:3]=[C:4]([CH:8]([N:18]([CH2:26][CH2:27][O:28][CH3:29])[C:19](=[O:25])[O:20][C:21]([CH3:22])([CH3:23])[CH3:24])[CH2:9][O:10][Si:11]([C:14]([CH3:17])([CH3:16])[CH3:15])([CH3:12])[CH3:13])[CH:5]=[CH:6][CH:7]=2)(=[O:39])=[O:38])=[CH:33][CH:32]=1. Reactants: NC=1C=C(C=CC1)C(CO[Si](C)(C)C(C)(C)C)N(C(OC(C)(C)C)=O)CCOC (tert-butyl 1-(3-aminophenyl)-2-(tert-butyldimethylsilyloxy)ethyl(2-methoxyethyl)carbamate), BrC1=CC=C(C=C1)S(=O)(=O)Cl (4-bromobenzenesulfonyl chloride), C(C)(C)N(C(C)C)CC (N,N-Diisopropyl ethyl amine). Isolated yield 23.9%. Procedure details: A suspension of tert-butyl 1-(3-aminophenyl)-2-(tert-butyldimethylsilyloxy)ethyl(2-methoxyethyl)carbamate (0.5 g, 1.95 mmol) and 4-bromobenzenesulfonyl chloride (0.99 g) in chloroform (20 mL) was stirred under nitrogen at room temperature. N,N-Diisopropyl ethyl amine (1 mL) was added and the mixture was stirred for 16 hours at 60° C. The solution was diluted with EtOAc (50 mL), washed with water (2×20 mL), 1 M HCl (20 mL) and brine (20 mL) and dried over Na2SO4. Evaporation of the solvents gave ... Solvent: CCOC(=O)C (EtOAc), C(Cl)(Cl)Cl (chloroform). The product is BrC1=CC=C(C=C1)S(=O)(=O)NC=1C=C(C=CC1)C(CO[Si](C)(C)C(C)(C)C)N(C(OC(C)(C)C)=O)CCOC (tert-Butyl 1-(3-(4-bromophenylsulfonamido)phenyl)-2-(tert-butyldimethylsilyloxy)ethyl(2-methoxyethyl)carbamate). The reactants are C1CCOC1, Cc1ccccc1, CCOC(=O)c1cnc2nc(NC(C)C)sc2c1, O. Yields the product CC(C)Nc1nc2ncc(CO)cc2s1. As a reaction SMILES: [CH2:27]1[O:28][CH2:29][CH2:30][CH2:31]1.[CH3:20][c:21]1[cH:22][cH:23][cH:24][cH:25][cH:26]1.[CH:1]([CH3:2])([CH3:3])[NH:4][c:5]1[s:6][c:7]2[c:8]([n:9][cH:10][c:11]([C:13](=[O:14])[O:15][CH2:16][CH3:17])[cH:12]2)[n:18]1.[OH2:19]>>[CH:1]([CH3:2])([CH3:3])[NH:4][c:5]1[s:6][c:7]2[c:8]([n:9][cH:10][c:11]([CH2:13][OH:14])[cH:12]2)[n:18]1.